From a dataset of the Open Reaction Database (ORD), a public repository of structured organic reaction records. describe an organic reaction: reactants, conditions, products, and yield Starting materials: OC=1C(=CC=2C(=C3NC4=CC=C(C=C4C3=CC2)F)C1)C(=O)OC1=CC=CC=C1 (phenyl 2-hydroxy-8-fluoro-11H-benzo(a)carbazole-3-carboxylate), OC=1C(=CC=2C(=C3NC4=CC=CC=C4C3=CC2)C1)C(=O)OC1=CC=CC=C1 (phenyl 2-hydroxy-11H-benzo(a)carbazole-3-carboxylate), OC=1C(=CC=2C(=C3NC4=CC=CC=C4C3=CC2)C1)C(=O)OC1=CC=CC=C1 (phenyl 2-hydroxy-11H-benzo(a)carbazole-3-carboxylate), C(C)C1=C(N)C=CC(=C1)Cl (2-ethyl-4-chloroaniline), halogenated o-ethylaniline, OC=1C(=CC=2C(=C3NC4=CC=C(C=C4C3=CC2)Cl)C1)C(=O)OC1=CC=CC=C1 (phenyl 2-hydroxy-8-chloro-11H-benzo(a)carbazole-3-carboxylate). Yields the product 2-hydroxy-11H-benzo(a)carbazole-3-carbox-2'-ethyl-4'-chloroanilide, C1(=CC=CC=2C3=CC=CC=C3NC12)C(=O)NC1=CC=CC=C1 (carbazole anilide). Reaction SMILES: [CH2:1]([C:3]1[CH:9]=[C:8](Cl)[CH:7]=[CH:6][C:4]=1[NH2:5])[CH3:2].O[C:12]1C(C(OC2C=CC=CC=2)=O)=C[C:15]2[C:16]([CH:28]=1)=[C:17]1C(=CC=2)[C:24]2[C:19](=[CH:20][CH:21]=[CH:22][CH:23]=2)[NH:18]1.[OH:38]C1C(C(OC2C=CC=CC=2)=O)=CC2C(C=1)=C1C(=CC=2)C2C(=CC=C(F)C=2)N1.OC1C(C(OC2C=CC=CC=2)=O)=CC2C(C=1)=C1C(=CC=2)C2C(=CC=C(Cl)C=2)N1>>[C:16]1([C:17]([NH:18][C:19]2[CH:24]=[CH:23][CH:22]=[CH:21][CH:20]=2)=[O:38])[C:15]2[NH:5][C:4]3[C:3](=[CH:9][CH:8]=[CH:7][CH:6]=3)[C:1]=2[CH:2]=[CH:12][CH:28]=1. Reported procedure: The reaction of an alkylamine, such as o-ethylaniline, with an acetic acid anhydride to form an acetanilide, such as 2'-ethylacetanilide. The resulting acetanilide can then be reacted with a hydrogen halide, such as hydrogen chloride, in the presence of hydrogen peroxide to form a halogenated product in the para position of the acetyl group, such as 2'-ethyl-4'-chloroacetanilide. The halogenated acetanilide can be hydrolyzed in an aqueous alcoholic solution of hydrochloric acid to form a halogen... The reactants are NC(C(=O)O)C1=CC2=C(NC(=N2)C(F)(F)F)C=C1 (α-Amino-α-(2-trifluoromethyl-1H-benzimidazol-5-yl)acetic acid), ClC(=O)OCC1=CC=CC=C1 (benzyl chloroformate), [OH-].[Na+] (sodium hydroxide), [OH-].[Na+] (sodium hydroxide). The solvent is O (water). Reaction conditions: time 50 minute. The product is C(C1=CC=CC=C1)OC(=O)NC(C(=O)O)C1=CC2=C(NC(=N2)C(F)(F)F)C=C1 (α-Benzyloxycarbonylamino-α-(2-trifluoromethyl-1H-benzimidazol-5-yl)acetic acid). As a reaction SMILES: [NH2:1][CH:2]([C:6]1[CH:18]=[CH:17][C:9]2[NH:10][C:11]([C:13]([F:16])([F:15])[F:14])=[N:12][C:8]=2[CH:7]=1)[C:3]([OH:5])=[O:4].[OH-].[Na+].Cl[C:22]([O:24][CH2:25][C:26]1[CH:31]=[CH:30][CH:29]=[CH:28][CH:27]=1)=[O:23]>O>[CH2:25]([O:24][C:22]([NH:1][CH:2]([C:6]1[CH:18]=[CH:17][C:9]2[NH:10][C:11]([C:13]([F:15])([F:16])[F:14])=[N:12][C:8]=2[CH:7]=1)[C:3]([OH:5])=[O:4])=[O:23])[C:26]1[CH:31]=[CH:30][CH:29]=[CH:28][CH:27]=1 |f:1.2|. Reported procedure: 9.2 g (27.1 mmol) of 14f are dissolved in 50 ml of water, and the pH is adjusted to 9 with 2N sodium hydroxide solution. The clear solution is cooled to 0°-5° C., and 8.1 ml (0.0569 mol) of benzyl chloroformate are added dropwise within 30 minutes, with simultaneous addition of 2N sodium hydroxide solution (pH range 8-10). After stirring at room temperature for 50 minutes, the mixture is extracted once with ether/ethyl acetate (1:1), and the aqueous phase is acidified to pH 2 with 2N HCl and is ... Reactants: C1(=CC=CC=C1)C1=CNC2=CC=CC=C12 (3-phenyl indole), S(=O)(=O)(C1=CC=C(C)C=C1)N1[C@@H](C(=O)O)CCC1 (N-tosyl-D-proline). The product is C1(=CC=CC=C1)C1=CN(C2=CC=CC=C12)C([C@@H]1N(CCC1)S(=O)(=O)C1=CC=C(C)C=C1)=O (3-phenyl-1-(N-tosyl-D-prolyl) indole). RXN SMILES: [C:1]1([C:7]2[C:15]3[C:10](=[CH:11][CH:12]=[CH:13][CH:14]=3)[NH:9][CH:8]=2)[CH:6]=[CH:5][CH:4]=[CH:3][CH:2]=1.[S:16]([N:26]1[CH2:33][CH2:32][CH2:31][C@@H:27]1[C:28](O)=[O:29])([C:19]1[CH:25]=[CH:24][C:22]([CH3:23])=[CH:21][CH:20]=1)(=[O:18])=[O:17]>>[C:1]1([C:7]2[C:15]3[C:10](=[CH:11][CH:12]=[CH:13][CH:14]=3)[N:9]([C:28](=[O:29])[C@H:27]3[CH2:31][CH2:32][CH2:33][N:26]3[S:16]([C:19]3[CH:20]=[CH:21][C:22]([CH3:23])=[CH:24][CH:25]=3)(=[O:18])=[O:17])[CH:8]=2)[CH:2]=[CH:3][CH:4]=[CH:5][CH:6]=1. Reported procedure: condensing a 3-phenyl indole with an N-tosyl-D-proline to form a 3-phenyl-1-(N-tosyl-D-prolyl) indole, Starting materials: O=C(Cl)C(=O)Cl, O=C([O-])O, CN(C)C=O, ClCCl, [Na+], C1CCOC1, NC1(c2ccccc2)CCCCC1, O=C(O)c1ccc2[nH]ncc2c1. Product: O=C(NC1(c2ccccc2)CCCCC1)c1ccc2[nH]ncc2c1. As a reaction SMILES: [C:1]([Cl:2])(=[O:3])[C:4]([Cl:5])=[O:6].[C:32](=[O:33])([OH:34])[O-:35].[CH3:45][N:46]([CH3:47])[CH:48]=[O:49].[Cl:37][CH2:38][Cl:39].[Na+:36].[O:40]1[CH2:41][CH2:42][CH2:43][CH2:44]1.[c:19]1([C:25]2([NH2:31])[CH2:26][CH2:27][CH2:28][CH2:29][CH2:30]2)[cH:20][cH:21][cH:22][cH:23][cH:24]1.[nH:7]1[n:8][cH:9][c:10]2[cH:11][c:12]([C:16](=[O:17])[OH:18])[cH:13][cH:14][c:15]12>>[nH:7]1[n:8][cH:9][c:10]2[cH:11][c:12]([C:16](=[O:18])[NH:31][C:25]3([c:19]4[cH:20][cH:21][cH:22][cH:23][cH:24]4)[CH2:26][CH2:27][CH2:28][CH2:29][CH2:30]3)[cH:13][cH:14][c:15]12. The reactants are O=C([O-])[O-], [Cs+], [Cs+], Fc1cccc(CBr)c1, O=[N+]([O-])c1ccc2[nH]ncc2c1, O=[N+]([O-])c1n[nH]c2ccccc12, CN(C)C=O. Product: O=[N+]([O-])c1ccc2c(cnn2Cc2cccc(F)c2)c1. Reaction SMILES: [C:13](=[O:14])([O-:15])[O-:16].[Cs+:17].[Cs+:18].[F:19][c:20]1[cH:21][c:22]([CH2:23][Br:24])[cH:25][cH:26][cH:27]1.[N+:1](=[O:2])([O-:3])[c:4]1[cH:5][c:6]2[cH:7][n:8][nH:9][c:10]2[cH:11][cH:12]1.[N+:28]([c:29]1[c:30]2[c:31]([cH:32][cH:33][cH:34][cH:35]2)[nH:36][n:37]1)([O-:38])=[O:39].[O:40]=[CH:41][N:42]([CH3:43])[CH3:44]>>[N+:1](=[O:2])([O-:3])[c:4]1[cH:5][c:6]2[cH:7][n:8][n:9]([CH2:23][c:22]3[cH:21][c:20]([F:19])[cH:27][cH:26][cH:25]3)[c:10]2[cH:11][cH:12]1. Reactants: NC1=CN=C(C(=N1)C#N)C1=C(C=C(C=C1)B1OC(C(O1)(C)C)(C)C)F (6-amino-3-(2-fluoro-4-(4,4,5,5-tetramethyl-1,3,2-dioxaborolan-2-yl)phenyl)pyrazine-2-carbonitrile), BrC1=C(C=C(C=C1)C(F)(F)F)S(=O)(=O)N1CC(NCC1)=O (4-((2-bromo-5-(trifluoromethyl)phenyl)sulfonyl)piperazin-2-one). Product: NC1=CN=C(C(=N1)C#N)C1=C(C=C(C=C1)C1=C(C=C(C=C1)C(F)(F)F)S(=O)(=O)N1CC(NCC1)=O)F (6-Amino-3-{3-fluoro-2′-[(3-oxopiperazin-1-yl)sulfonyl]-4′-(trifluoromethyl)biphenyl-4-yl}pyrazine-2-carbonitrile). RXN SMILES: [NH2:1][C:2]1[N:7]=[C:6]([C:8]#[N:9])[C:5]([C:10]2[CH:15]=[CH:14][C:13](B3OC(C)(C)C(C)(C)O3)=[CH:12][C:11]=2[F:25])=[N:4][CH:3]=1.Br[C:27]1[CH:32]=[CH:31][C:30]([C:33]([F:36])([F:35])[F:34])=[CH:29][C:28]=1[S:37]([N:40]1[CH2:45][CH2:44][NH:43][C:42](=[O:46])[CH2:41]1)(=[O:39])=[O:38]>>[NH2:1][C:2]1[N:7]=[C:6]([C:8]#[N:9])[C:5]([C:10]2[CH:15]=[CH:14][C:13]([C:27]3[CH:32]=[CH:31][C:30]([C:33]([F:35])([F:36])[F:34])=[CH:29][C:28]=3[S:37]([N:40]3[CH2:45][CH2:44][NH:43][C:42](=[O:46])[CH2:41]3)(=[O:39])=[O:38])=[CH:12][C:11]=2[F:25])=[N:4][CH:3]=1. Procedure: The title compound was prepared using conditions analogous to those used to make Example 6 utilizing 6-amino-3-(2-fluoro-4-(4,4,5,5-tetramethyl-1,3,2-dioxaborolan-2-yl)phenyl)pyrazine-2-carbonitrile and 4-((2-bromo-5-(trifluoromethyl)phenyl)sulfonyl)piperazin-2-one. MS (ESI): mass calcd. for C22H16F4N6O3S, 520.09; m/z found, 520.8 [M+H]+. 1H NMR (600 MHz, DMSO-δ6) δ 8.29 (d, J=1.9, 1H), 8.26 (s, 1H), 8.19 (dd, J=8.2, 1.9, 1H), 8.07-8.01 (m, 1H), 7.77 (d, J=7.9, 1H), 7.70-7.64 (m, 1H), 7.49 (dd, ... The reactants are C(CCC)[Li] (n-butyllithium), ClC1=C(CN2C=NC=C2)C=CC(=C1)Cl (N-(2,4-dichlorobenzyl)-imidazole), C(C=C)Br (allyl bromide), C(C1CCCCC1)=O (hexahydrobenzaldehyde). Solvent: O.C(Cl)Cl (water methylene chloride), CCCCCC (hexane), O1CCCC1 (tetrahydrofuran), O1CCCC1 (tetrahydrofuran). Conditions: temperature 0 celsius, time 2 hour. Yields the product C(C=C)OC(C(N1C=NC=C1)C1=C(C=C(C=C1)Cl)Cl)C1CCCCC1 (2-Allyloxy-2-cyclohexyl-1-(2,4-dichlorophenyl)-1-(1-imidazolyl)-ethane). Yield: 29.0%. Reaction SMILES: [CH2:1]([Li])[CH2:2][CH2:3]C.[Cl:6][C:7]1[CH:18]=[C:17]([Cl:19])[CH:16]=[CH:15][C:8]=1[CH2:9][N:10]1[CH:14]=[CH:13][N:12]=[CH:11]1.[CH:20](=[O:27])[CH:21]1[CH2:26][CH2:25][CH2:24][CH2:23][CH2:22]1.C(Br)C=C>CCCCCC.O1CCCC1.O.C(Cl)Cl>[CH2:3]([O:27][CH:20]([CH:21]1[CH2:26][CH2:25][CH2:24][CH2:23][CH2:22]1)[CH:9]([C:8]1[CH:15]=[CH:16][C:17]([Cl:19])=[CH:18][C:7]=1[Cl:6])[N:10]1[CH:14]=[CH:13][N:12]=[CH:11]1)[CH:2]=[CH2:1] |f:6.7|. Reported procedure: 33 ml (50 mmol) of n-butyllithium in hexane were added to 11.4 g (50 mmol) of N-(2,4-dichlorobenzyl)-imidazole in 100 ml of tetrahydrofuran at -78° C., stirring was continued for half an hour and 6.1 g (55 mmol) of hexahydrobenzaldehyde were then added dropwise. The mixture was kept at -70° C. for a further two hours, after which it was allowed to warm up to 0° C. and 6.7 g (55 mmol) of allyl bromide in 50 ml of tetrahydrofuran were added. The reaction mixture was then stirred for 15 hours at ro...